From a dataset of the Open Reaction Database (ORD), a public repository of structured organic reaction records. describe an organic reaction: reactants, conditions, products, and yield Reactants: ClC1=C(C=C(C=C1)[C@]1(O)[C@H](O)[C@@H](O)[C@H](O)[C@H](O1)CO)CC1=CC=C(C=C1)C#C (1-chloro-2-(4-ethynyl-benzyl)-4-(β-D-glucopyranos-1-yl)-benzene), resultant mixture. Reagents/catalysts: [Pd] (palladium on carbon). The solvent is C(C)(=O)OCC (ethyl acetate), C(C)O (ethanol). The product is ClC1=C(C=C(C=C1)[C@]1(O)[C@H](O)[C@@H](O)[C@H](O)[C@H](O1)CO)CC1=CC=C(C=C1)CC (1-Chloro-2-(4-ethyl-benzyl)-4-(β-D-glucopyranos-1-yl)-benzene). RXN SMILES: [Cl:1][C:2]1[CH:7]=[CH:6][C:5]([C@:8]2([O:17][C@H:16]([CH2:18][OH:19])[C@@H:14]([OH:15])[C@H:12]([OH:13])[C@H:10]2[OH:11])[OH:9])=[CH:4][C:3]=1[CH2:20][C:21]1[CH:26]=[CH:25][C:24]([C:27]#[CH:28])=[CH:23][CH:22]=1>C(OCC)(=O)C.C(O)C.[Pd]>[Cl:1][C:2]1[CH:7]=[CH:6][C:5]([C@:8]2([O:17][C@H:16]([CH2:18][OH:19])[C@@H:14]([OH:15])[C@H:12]([OH:13])[C@H:10]2[OH:11])[OH:9])=[CH:4][C:3]=1[CH2:20][C:21]1[CH:22]=[CH:23][C:24]([CH2:27][CH3:28])=[CH:25][CH:26]=1. Procedure details: 2.87 g 1-chloro-2-(4-ethynyl-benzyl)-4-(β-D-glucopyranos-1-yl)-benzene are dissolved in 10 ml of ethyl acetate and 5 ml of ethanol. 0.3 g 10% palladium on carbon are added and the resultant mixture is stirred under hydrogen atmosphere (1 atm) overnight. The reaction mixture is filtered over Celite and the filtrate is concentrated. The residue is purified by chromatography on silica gel (dichloromethane/methanol 1:0->5:1).